From a dataset of the Open Reaction Database (ORD), a public repository of structured organic reaction records. describe an organic reaction: reactants, conditions, products, and yield Reactants: S(=O)=O (sulfur dioxide), NC=1C=CC(=C(C1)C(C)=O)Cl (1-(5-amino-2-chloro-phenyl)-ethanone), N(=O)[O-].[Na+] (sodium nitrite), Cl (hydrochloric acid). Reagents/catalysts: [Cu]Cl (copper(I) chloride). Solvent: hexanes, C(C)(=O)O (acetic acid), C(C)(=O)O (acetic acid), O (water). The product is C(C)(=O)C=1C=C(C=CC1Cl)S(=O)(=O)Cl (3-Acetyl-4-chloro-benzenesulfonyl chloride). As a reaction SMILES: [S:1](=[O:3])=[O:2].N[C:5]1[CH:6]=[CH:7][C:8]([Cl:14])=[C:9]([C:11](=[O:13])[CH3:12])[CH:10]=1.N([O-])=O.[Na+].[ClH:19]>C(O)(=O)C.O.[Cu]Cl>[C:11]([C:9]1[CH:10]=[C:5]([S:1]([Cl:19])(=[O:3])=[O:2])[CH:6]=[CH:7][C:8]=1[Cl:14])(=[O:13])[CH3:12] |f:2.3|. Procedure details: Amounts used: 8 mL of acetic acid was saturated with sulfur dioxide, 233 mg of copper(I) chloride, 1.60 g (9.41 mmol) of 1-(5-amino-2-chloro-phenyl)-ethanone dissolved in a mixture of 3 mL of acetic acid and 3 mL of concentrated hydrochloric acid, 714 mg of sodium nitrite in 3 mL of water. Flash chromatography on silica using 20-50% ethyl acetate in hexanes afforded 1.6 g of the product as a white solid. LC-MSD, m/z for C8H6Cl2O3S [M+H]+=252.9, 254.9, 256.9; Starting materials: C(C)(C)(C)OC(=O)N1CCC(CC1)CI (4-iodomethylpiperidine-1-carboxylic acid tert-butyl ester), O (water), NC=1C(=NON1)C=1N(C2=C(C=NC=C2O)N1)CC (2-(4-Amino-furazan-3-yl)-1-ethyl-1H-imidazo[4,5-c]pyridin-7-ol), C(=O)([O-])[O-].[K+].[K+] (K2CO3), C(C)(C)(C)OC(=O)N1CCC(CC1)CI (4-iodomethylpiperidine-1-carboxylic acid tert-butyl ester). Solvent: CC(=O)C (acetone). Conditions: time 6 hour. The product is C(C)N1C(=NC=2C=NC=C(C21)OCC2CCNCC2)C=2C(=NON2)N (4-[1-Ethyl-7-(piperidin-4-ylmethoxy)-1H-imidazo[4,5-c]pyridin-2-yl]-furazan-3-ylamine). Isolated yield 39.0%. As a reaction SMILES: [NH2:1][C:2]1[C:3]([C:7]2[N:8]([CH2:17][CH3:18])[C:9]3[C:14]([OH:15])=[CH:13][N:12]=[CH:11][C:10]=3[N:16]=2)=[N:4][O:5][N:6]=1.C([O-])([O-])=O.[K+].[K+].C(OC([N:32]1[CH2:37][CH2:36][CH:35]([CH2:38]I)[CH2:34][CH2:33]1)=O)(C)(C)C.O>CC(C)=O>[CH2:17]([N:8]1[C:9]2[C:14]([O:15][CH2:38][CH:35]3[CH2:36][CH2:37][NH:32][CH2:33][CH2:34]3)=[CH:13][N:12]=[CH:11][C:10]=2[N:16]=[C:7]1[C:3]1[C:2]([NH2:1])=[N:6][O:5][N:4]=1)[CH3:18] |f:1.2.3|. Procedure: A mixture of the product from Example 283 (0.1 g, 0.406 mmol) and K2CO3 (0.112 g, 0.812 mmol) in acetone (3 ml) at −78° C. was treated with 4-iodomethylpiperidine-1-carboxylic acid tert-butyl ester (Villalobos, A; et al, J. Med. Chem., 1994, 37(17), 2721) (0.145 g, 0.447 mmol) and heated at reflux for 18 hours. A further portion of 4-iodomethylpiperidine-1-carboxylic acid tert-butyl ester (0.145 g, 0.447 mmol) was then added and the heating continued for a further 6 hours. The reaction was then ...